This data is from the Open Reaction Database (ORD), a public repository of structured organic reaction records. The task is: describe an organic reaction: reactants, conditions, products, and yield The reactants are ClCC1=NOC(=C1)C1=CC=C(C=C1)Cl (3-chloromethyl-5-(4-chloro-phenyl)-isoxazole), COC(COC1=C2CCCC2=C(C=C1)S)=O ((7-Mercapto-indan-4-yloxy)-acetic acid methyl ester). Yields the product ClC1=CC=C(C=C1)C1=CC(=NO1)CSC=1C=CC(=C2CCCC12)OCC(=O)O ({7-[5-(4-Chloro-phenyl)-isoxazol-3-ylmethylsulfanyl]-indan-4-yloxy}-acetic acid). Reaction SMILES: Cl[CH2:2][C:3]1[CH:7]=[C:6]([C:8]2[CH:13]=[CH:12][C:11]([Cl:14])=[CH:10][CH:9]=2)[O:5][N:4]=1.C[O:16][C:17](=[O:30])[CH2:18][O:19][C:20]1[CH:28]=[CH:27][C:26]([SH:29])=[C:25]2[C:21]=1[CH2:22][CH2:23][CH2:24]2>>[Cl:14][C:11]1[CH:12]=[CH:13][C:8]([C:6]2[O:5][N:4]=[C:3]([CH2:2][S:29][C:26]3[CH:27]=[CH:28][C:20]([O:19][CH2:18][C:17]([OH:30])=[O:16])=[C:21]4[C:25]=3[CH2:24][CH2:23][CH2:22]4)[CH:7]=2)=[CH:9][CH:10]=1. Procedure: The title compound was prepared in the manner analogous to Example 1F using 3-chloromethyl-5-(4-chloro-phenyl)-isoxazole and 12C. mp 112-114° C.; MS m/z 430 (M+1). The reactants are C[Si](C)(C)[N-][Si](C)(C)C.[Na+] (NaHMDS), COC(=O)N1[C@H](N(C(CC1)=O)C)C(C)(C)C ((S)-2-tert-butyl-3-methyl-4-oxo-tetrahydro-pyrimidine-1-carboxylic acid methyl ester), IC[C@@H](CC)CCC ((S)-3-Iodomethyl-hexane). The solvent is C1CCOC1 (THF), C1CCOC1 (THF). Conditions: temperature -78 celsius, time 1 hour. Product: COC(=O)N1[C@H](N(C([C@@H](C1)C[C@H](CCC)CC)=O)C)C(C)(C)C ((2S,5R)-2-tert-Butyl-5-((S)-2-ethyl-pentyl)-3-methyl-4-oxo-tetrahydro-pyrimidine-1-carboxylic acid methyl ester). Isolated yield 12.4%. RXN SMILES: [CH3:1][O:2][C:3]([N:5]1[CH2:10][CH2:9][C:8](=[O:11])[N:7]([CH3:12])[C@@H:6]1[C:13]([CH3:16])([CH3:15])[CH3:14])=[O:4].C[Si]([N-][Si](C)(C)C)(C)C.[Na+].I[CH2:28][C@H:29]([CH2:32][CH2:33][CH3:34])[CH2:30][CH3:31]>C1COCC1>[CH3:1][O:2][C:3]([N:5]1[CH2:10][C@@H:9]([CH2:28][C@@H:29]([CH2:30][CH3:31])[CH2:32][CH2:33][CH3:34])[C:8](=[O:11])[N:7]([CH3:12])[C@@H:6]1[C:13]([CH3:16])([CH3:15])[CH3:14])=[O:4] |f:1.2|. Procedure: To a −78° C. stirred solution of (S)-2-tert-butyl-3-methyl-4-oxo-tetrahydro-pyrimidine-1-carboxylic acid methyl ester (1.04 g, 4.57 mmol) in dry THF (15 mL) was added NaHMDS (5.03 mL, 1.0 M in THF) dropwise. The reaction was stirred at −78° C. for 1 hour and then a solution of (S)-3-Iodomethyl-hexane (1.24 g, 5.48 mmol) in dry THF (5 mL) was added dropwise. The reaction was stirred at this temperature for 2 hours and than was placed in a −10° C. refrigerator overnight. The reaction was quenched ... The reactants are CC(C)=O, CCN(CC)CCNC(=O)c1ccc(N)cc1, [Cl-], [H+], O=S(=O)(Cl)Cc1ccccc1. Yields the product CCN(CC)CCNC(=O)c1ccc(NS(=O)(=O)Cc2ccccc2)cc1, Cl. Reaction SMILES: [CH3:31][C:32](=[O:33])[CH3:34].[CH3:3][CH2:4][N:5]([CH2:6][CH3:7])[CH2:8][CH2:9][NH:10][C:11](=[O:12])[c:13]1[cH:14][cH:15][c:16]([NH2:17])[cH:18][cH:19]1.[Cl-:2].[H+:1].[c:20]1([CH2:26][S:27](=[O:28])(=[O:29])[Cl:30])[cH:21][cH:22][cH:23][cH:24][cH:25]1>>[CH3:3][CH2:4][N:5]([CH2:6][CH3:7])[CH2:8][CH2:9][NH:10][C:11](=[O:12])[c:13]1[cH:14][cH:15][c:16]([NH:17][S:27]([CH2:26][c:20]2[cH:21][cH:22][cH:23][cH:24][cH:25]2)(=[O:28])=[O:29])[cH:18][cH:19]1.[ClH:30]. Reactants: ClN1C(CCC1=O)=O (N-Chlorosuccinimide), Cl.BrC1=CC(=C(C=C1)NC1=CC(=NC=C1C(=O)O)Cl)Cl (4-(4-bromo-2-chlorophenylamino)-6-chloronicotinic acid hydrochloride salt). Solvent: CN(C)C=O (DMF), S([O-])(O)=O.[Na+] (sodium bisulfite), O (water). Reaction conditions: time 8 hour. Product: BrC1=CC(=C(C=C1)NC1=C(C(=NC=C1C(=O)O)Cl)Cl)Cl (4-(4-bromo-2-chlorophenylamino)-5,6-dichloronicotinic acid). Yield: 37.0%. As a reaction SMILES: [Cl:1]N1C(=O)CCC1=O.Cl.[Br:10][C:11]1[CH:16]=[CH:15][C:14]([NH:17][C:18]2[C:23]([C:24]([OH:26])=[O:25])=[CH:22][N:21]=[C:20]([Cl:27])[CH:19]=2)=[C:13]([Cl:28])[CH:12]=1>CN(C=O)C.S(=O)(O)[O-].[Na+].O>[Br:10][C:11]1[CH:16]=[CH:15][C:14]([NH:17][C:18]2[C:23]([C:24]([OH:26])=[O:25])=[CH:22][N:21]=[C:20]([Cl:27])[C:19]=2[Cl:1])=[C:13]([Cl:28])[CH:12]=1 |f:1.2,4.5|. Reported procedure: N-Chlorosuccinimide was (13.0 g, 99.0 mmol) added to a suspension of 4-(4-bromo-2-chlorophenylamino)-6-chloronicotinic acid (24) (32.54 g, 89.9 mmol) in DMF (500 mL). The suspension was allowed to stir at room temperature overnight. The reaction mixture was diluted with saturated sodium bisulfite (200 mL) and water (1L) resulting in formation of a thick white precipitate which was isolated by filtration and washed with water. The solids were dissolved into THF. Two volumes of diethyl ether were ... Starting materials: [Br-], COc1ccccc1[Mg+], O=C1CN(C(c2ccccc2)c2ccccc2)C1, C1CCOC1. Reaction SMILES: [Br-:1].[CH3:2][O:3][c:4]1[c:5]([Mg+:10])[cH:6][cH:7][cH:8][cH:9]1.[CH:11]([c:12]1[cH:13][cH:14][cH:15][cH:16][cH:17]1)([c:18]1[cH:19][cH:20][cH:21][cH:22][cH:23]1)[N:24]1[CH2:25][C:26](=[O:28])[CH2:27]1.[O:29]1[CH2:30][CH2:31][CH2:32][CH2:33]1>>[CH3:2][O:3][c:4]1[c:5]([C:26]2([OH:28])[CH2:25][N:24]([CH:11]([c:12]3[cH:13][cH:14][cH:15][cH:16][cH:17]3)[c:18]3[cH:19][cH:20][cH:21][cH:22][cH:23]3)[CH2:27]2)[cH:6][cH:7][cH:8][cH:9]1. The product is COc1ccccc1C1(O)CN(C(c2ccccc2)c2ccccc2)C1. Starting materials: O=C(O)C1CCN(C(=O)OCc2ccccc2)CC1, ClCCl, O=S(Cl)Cl. Yields the product O=C(Cl)C1CCN(C(=O)OCc2ccccc2)CC1. As a reaction SMILES: [CH2:1]([c:2]1[cH:3][cH:4][cH:5][cH:6][cH:7]1)[O:8][C:9](=[O:10])[N:11]1[CH2:12][CH2:13][CH:14]([C:17](=[O:18])[OH:19])[CH2:15][CH2:16]1.[Cl:24][CH2:25][Cl:26].[S:20]([Cl:21])([Cl:22])=[O:23]>>[CH2:1]([c:2]1[cH:3][cH:4][cH:5][cH:6][cH:7]1)[O:8][C:9](=[O:10])[N:11]1[CH2:12][CH2:13][CH:14]([C:17](=[O:19])[Cl:22])[CH2:15][CH2:16]1. Starting materials: C1CCOC1, COC(=O)c1ccc(C(=O)O)c([N+](=O)[O-])c1, Nc1n[nH]c2ccc(Cc3cc(F)cc(F)c3)cc12, O=S(Cl)Cl, c1ccncc1. Product: COC(=O)c1ccc(C(=O)Nc2n[nH]c3ccc(Cc4cc(F)cc(F)c4)cc23)c([N+](=O)[O-])c1. As a reaction SMILES: [CH2:40]1[O:41][CH2:42][CH2:43][CH2:44]1.[CH3:1][O:2][C:3](=[O:4])[c:5]1[cH:6][c:7]([N+:14](=[O:15])[O-:16])[c:8]([C:9](=[O:10])[OH:11])[cH:12][cH:13]1.[F:21][c:22]1[cH:23][c:24]([CH2:25][c:26]2[cH:27][c:28]3[c:29]([NH2:35])[n:30][nH:31][c:32]3[cH:33][cH:34]2)[cH:36][c:37]([F:39])[cH:38]1.[S:17]([Cl:18])([Cl:19])=[O:20].[cH:45]1[cH:46][cH:47][n:48][cH:49][cH:50]1>>[CH3:1][O:2][C:3](=[O:4])[c:5]1[cH:6][c:7]([N+:14](=[O:15])[O-:16])[c:8]([C:9](=[O:11])[NH:35][c:29]2[c:28]3[cH:27][c:26]([CH2:25][c:24]4[cH:23][c:22]([F:21])[cH:38][c:37]([F:39])[cH:36]4)[cH:34][cH:33][c:32]3[nH:31][n:30]2)[cH:12][cH:13]1. The reactants are [OH-].[NH4+] (ammonium hydroxide), O=C(C(=O)OCC)CC(C)=O (ethyl 2,4-dioxovalerate), S(=O)(=O)(O)O.NO (hydroxylamine sulfate), C(C)O (ethanol). Solvent: C1(=CC=CC=C1)C (toluene), O.C1(=CC=CC=C1)C (water toluene). Run at temperature 40 celsius, time 4 hour. Yields the product CC1=CC(=NO1)C(=O)OCC (Ethyl 5-methylisoxazol-3-carboxylate). Yield: 118.3%. Reaction SMILES: O=[C:2]([CH2:8][C:9](=[O:11])[CH3:10])[C:3]([O:5][CH2:6][CH3:7])=[O:4].S(O)(O)(=O)=O.[NH2:17]O.C(O)C.[OH-].[NH4+]>O.C1(C)C=CC=CC=1.C1(C)C=CC=CC=1>[CH3:10][C:9]1[O:11][N:17]=[C:2]([C:3]([O:5][CH2:6][CH3:7])=[O:4])[CH:8]=1 |f:1.2,4.5,6.7|. Procedure: A mixture of 0.16 mole ethyl 2,4-dioxovalerate and 0.08 mole hydroxylamine sulfate, 50 ml ethanol and 70 ml toluene was stirred at 40° C. for four hours. The mixture was cooled to 15°-20° C., 1.8 g of concentrated ammonium hydroxide added and stirring continued at room temperature for 60 hours. The mixture was poured into water/toluene, the aqueous layer extracted with toluene, the organic layers combined, washed with brine and dried (Na2SO4). Evaporation of solvent in vacuo gave a yellow liquid... The reactants are CO, O=C[O-], CC1(CN=[N+]=[N-])COC(c2nc(-c3ccncc3)c(-c3ccc(F)cc3)[nH]2)OC1, [NH4+]. Yields the product CC1(CN)COC(c2nc(-c3ccncc3)c(-c3ccc(F)cc3)[nH]2)OC1. As a reaction SMILES: [CH3:34][OH:35].[CH:30]([O-:31])=[O:32].[N:1](=[N+:2]=[N-:3])[CH2:4][C:5]1([CH3:29])[CH2:6][O:7][CH:8]([c:11]2[nH:12][c:13](-[c:22]3[cH:23][cH:24][c:25]([F:28])[cH:26][cH:27]3)[c:14](-[c:16]3[cH:17][cH:18][n:19][cH:20][cH:21]3)[n:15]2)[O:9][CH2:10]1.[NH4+:33]>>[NH2:1][CH2:4][C:5]1([CH3:29])[CH2:6][O:7][CH:8]([c:11]2[nH:12][c:13](-[c:22]3[cH:23][cH:24][c:25]([F:28])[cH:26][cH:27]3)[c:14](-[c:16]3[cH:17][cH:18][n:19][cH:20][cH:21]3)[n:15]2)[O:9][CH2:10]1. The reactants are COC(=O)C1(CCOCC1)C1=CC(=CC=C1)Br (4-(3-Bromo-phenyl)-tetrahydro-pyran-4-carboxylic acid methyl ester), CCN(C(C)C)C(C)C (iPr2NEt), C(C)C(COC(CCSC=1C=C2C=CC=3N(C2=CC1)C(=NN3)C3=NC=CC=C3)=O)CCCC (3-(1-Pyridin-2-yl-[1,2,4]triazolo[4,3-a]quinolin-7-ylsulfanyl)-propionic acid 2-ethyl-hexyl ester), CC(C)([O-])C.[K+] (Potassium tert-butoxide), C1(=CC=CC=C1)P(C1=CC=CC=2C(C3=CC=CC(=C3OC12)P(C1=CC=CC=C1)C1=CC=CC=C1)(C)C)C1=CC=CC=C1 (4,5-bis(diphenylphosphino)-9,9-dimethylxanthene). Reagents/catalysts: C=1C=CC(=CC1)/C=C/C(=O)/C=C/C2=CC=CC=C2.C=1C=CC(=CC1)/C=C/C(=O)/C=C/C2=CC=CC=C2.C=1C=CC(=CC1)/C=C/C(=O)/C=C/C2=CC=CC=C2.[Pd].[Pd] (Pd2dba3). Solvent: O1CCOCC1 (1,4-dioxane), O1CCOCC1 (1,4-dioxane). Run at time 8 hour. The product is COC(=O)C1(CCOCC1)C1=CC(=CC=C1)SC=1C=C2C=CC=3N(C2=CC1)C(=NN3)C3=NC=CC=C3 (4-[3-(1-Pyridin-2-yl-[1,2,4]triazolo[4,3-a]quinolin-7-ylsulfanyl)-phenyl]-tetrahydro-pyran-4-carboxylic acid methyl ester). As a reaction SMILES: C(C(CCCC)COC(=O)[CH2:7][CH2:8][S:9][C:10]1[CH:11]=[C:12]2[C:17](=[CH:18][CH:19]=1)[N:16]1[C:20]([C:23]3[CH:28]=[CH:27][CH:26]=[CH:25][N:24]=3)=[N:21][N:22]=[C:15]1[CH:14]=[CH:13]2)C.CC(C)([O-])C.[K+].[CH3:40][O:41][C:42]([C:44]1([C:50]2C=C[CH:53]=[C:52](Br)[CH:51]=2)[CH2:49][CH2:48][O:47][CH2:46][CH2:45]1)=[O:43].CCN(C(C)C)C(C)C.C1(P(C2C=CC=CC=2)C2C3OC4C(=CC=CC=4P(C4C=CC=CC=4)C4C=CC=CC=4)C(C)(C)C=3C=CC=2)C=CC=CC=1>O1CCOCC1.C1C=CC(/C=C/C(/C=C/C2C=CC=CC=2)=O)=CC=1.C1C=CC(/C=C/C(/C=C/C2C=CC=CC=2)=O)=CC=1.C1C=CC(/C=C/C(/C=C/C2C=CC=CC=2)=O)=CC=1.[Pd].[Pd]>[CH3:40][O:41][C:42]([C:44]1([C:50]2[CH:51]=[CH:52][CH:53]=[C:8]([S:9][C:10]3[CH:11]=[C:12]4[C:17](=[CH:18][CH:19]=3)[N:16]3[C:20]([C:23]5[CH:28]=[CH:27][CH:26]=[CH:25][N:24]=5)=[N:21][N:22]=[C:15]3[CH:14]=[CH:13]4)[CH:7]=2)[CH2:45][CH2:46][O:47][CH2:48][CH2:49]1)=[O:43] |f:1.2,7.8.9.10.11|. Reported procedure: 5m (216 mg, 0.47 mmol) was dissolved in 1,4-dioxane (5 mL) and degassed with N2 for 20 minutes. Potassium tert-butoxide (55 mg, 0.49 mmol) was added, and the reaction was stirred at room temperature overnight. The mixture was degassed with N2 for an additional 20 minutes, and then 4-(3-Bromo-phenyl)-tetrahydro-pyran-4-carboxylic acid methyl ester (5o, 141 mg, 0.47 mmol) in 1,4-dioxane (1 mL) was added, followed by iPr2NEt (0.18 mL, 1.03 mmol), Pd2dba3 (11 mg, 0.01 mmol), and 4,5-bis(diphenylphos...